From a dataset of the Open Reaction Database (ORD), a public repository of structured organic reaction records. describe an organic reaction: reactants, conditions, products, and yield Reactants: TEA, Boc-D-Leu-ONB, CC(C)C[C@H](C(=O)O)NC(=O)OC(C)(C)C (Boc-D-Leu--OH. H2O), C1C2C=CC1C3C2C(=O)N(C3=O)O (HONB), C1CCC(CC1)N=C=NC2CCCCC2 (DCC). Run in CCOC(=O)C (AcOEt), CN(C)C=O (DMF). Conditions: time 8 hour. The product is N[C@@H](CC(C)C)C(=O)OCC1=CC=CC=C1 (H-Leu-OBzl). Reaction SMILES: [CH3:1][CH:2]([CH2:4][C@@H:5]([NH:9]C(OC(C)(C)C)=O)[C:6]([OH:8])=[O:7])[CH3:3].[CH2:17]1[CH:21]2[CH:22]3C(=O)N(O)C(=O)[CH:23]3[CH:18]1[CH:19]=[CH:20]2.C1CCC(N=C=NC2CCCCC2)CC1>CN(C=O)C.CCOC(C)=O>[NH2:9][C@H:5]([C:6]([O:8][CH2:17][C:18]1[CH:23]=[CH:22][CH:21]=[CH:20][CH:19]=1)=[O:7])[CH2:4][CH:2]([CH3:1])[CH3:3]. Procedure details: pTos (21.6 g) was dissolved in DMF (100 ml), and the solution was cooled with ice. TEA (7.7 ml) and Boc-D-Leu-ONB (prepared from Boc-D-Leu--OH. H2O (12.5 g), HONB (9.86 g) and DCC (11.4 g) were added thereto, followed by stirring overnight. The resulting DCU was separated by filtration, and the filtrate was concentrated to obtain a residue. The residue was dissolved in AcOEt, and the resulting solution was washed with 4% aqueous NaHCO3 and 10% aqueous citric acid. After washing with water, the s... The reactants are ClC=1C=C2C(C(NC2=CC1)=O)(C1=C(C=CC(=C1)C)OC)N1[C@H](C(=O)N(C)C)C[C@H](C1)OCCCO ((4R)-1-[5-chloro-3-(2-methoxy-5-methylphenyl)-2-oxo-2,3-dihydro-1H-indol-3-yl]-4-(3-hydrox ypropoxy)-N,N-dimethyl-L-prolinamide), COC1=CC(=C(C=C1)S(=O)(=O)Cl)OC(F)(F)F (4-methoxy-2-(trifluoromethoxy)benzene sulfonyl chloride). Product: ClC=1C=C2C(C(N(C2=CC1)S(=O)(=O)C1=C(C=C(C=C1)OC)OC(F)(F)F)=O)(C1=C(C=CC(=C1)C)OC)N1[C@H](C(=O)N(C)C)C[C@H](C1)OCCCO ((4R)-1-(5-chloro-3-(2-methoxy-5-methylphenyl)-1-{[4-methoxy-2-(trifluoromethoxy)phenyl]sulfonyl}-2-oxo-2,3-dihydro-1H-indol-3-yl)-4-(3-hydroxypropoxy)-N,N-dimethyl-L-prolinamide). Isolated yield 29.8%. RXN SMILES: [Cl:1][C:2]1[CH:3]=[C:4]2[C:8](=[CH:9][CH:10]=1)[NH:7][C:6](=[O:11])[C:5]2([N:21]1[CH2:30][C@H:29]([O:31][CH2:32][CH2:33][CH2:34][OH:35])[CH2:28][C@H:22]1[C:23]([N:25]([CH3:27])[CH3:26])=[O:24])[C:12]1[CH:17]=[C:16]([CH3:18])[CH:15]=[CH:14][C:13]=1[O:19][CH3:20].[CH3:36][O:37][C:38]1[CH:43]=[CH:42][C:41]([S:44](Cl)(=[O:46])=[O:45])=[C:40]([O:48][C:49]([F:52])([F:51])[F:50])[CH:39]=1>>[Cl:1][C:2]1[CH:3]=[C:4]2[C:8](=[CH:9][CH:10]=1)[N:7]([S:44]([C:41]1[CH:42]=[CH:43][C:38]([O:37][CH3:36])=[CH:39][C:40]=1[O:48][C:49]([F:50])([F:51])[F:52])(=[O:46])=[O:45])[C:6](=[O:11])[C:5]2([N:21]1[CH2:30][C@H:29]([O:31][CH2:32][CH2:33][CH2:34][OH:35])[CH2:28][C@H:22]1[C:23]([N:25]([CH3:27])[CH3:26])=[O:24])[C:12]1[CH:17]=[C:16]([CH3:18])[CH:15]=[CH:14][C:13]=1[O:19][CH3:20]. Procedure details: With 870 mg of the compound obtained in Step 139-4 and 603 mg of 4-methoxy-2-(trifluoromethoxy)benzene sulfonyl chloride as starting materials, 390 mg of the title compound (amorphous) was obtained by a similar procedure to Example 2.